This data is from the Open Reaction Database (ORD), a public repository of structured organic reaction records. The task is: describe an organic reaction: reactants, conditions, products, and yield Reactants: CN1C(C2=C(C=CC=C2C1)[N+](=O)[O-])=O (N-Methyl-7-nitro-2,3-dihydroisoindole-1-one), O.O.Cl[Sn]Cl (SnCl2.2H2O), [OH-].[Na+] (NaOH). Solvent: CCOC(=O)C (EtOAc). Conditions: temperature 80 celsius. The product is NC=1C=CC=C2CN(C(C12)=O)C (7-Amino-N-methyl-2,3-dihydroisoindole-1-one). Isolated yield 96.2%. Reaction SMILES: [CH3:1][N:2]1[CH2:10][C:9]2[C:4](=[C:5]([N+:11]([O-])=O)[CH:6]=[CH:7][CH:8]=2)[C:3]1=[O:14].O.O.Cl[Sn]Cl.[OH-].[Na+]>CCOC(C)=O>[NH2:11][C:5]1[CH:6]=[CH:7][CH:8]=[C:9]2[C:4]=1[C:3](=[O:14])[N:2]([CH3:1])[CH2:10]2 |f:1.2.3,4.5|. Procedure: At room temperature, a solution of N-Methyl-7-nitro-2,3-dihydroisoindole-1-one (561.0 mg, 2.92 mmol) in EtOAc (8.4 mL) is treated with SnCl2.2H2O (2.68 g), stirred at 80° C. under reflux for 5 h, and treated with 30 mL of 5N NaOH at 0° C. After the both layers are separated, the aqueous layer is extracted with EtOAc (2×8 mL), the combined extracts are washed with brine (5 mL), dried (MgSO4), and evaporated to give 7-Amino-N-methyl-2,3-dihydroisoindole-1-one (455.9 g, 2.81 mmol) in 96%. Yellow so... Starting materials: C(C1=CC=CC=C1)OC(=O)NC(CC(=O)N[C@H]1C(N(C2=C(CC1)C=CC=C2)CC2=CC=C(C=C2)C=2C(=CC=CC2)C(=O)OC(C)(C)C)=O)(C)C (t-butyl 4'-[[3(R)[[3-benzyloxycarbonylamino-3-methyl-1-oxobutyl]amino]-2,3,4,5-tetrahydro-2-oxo-1H-1-benzazepin-1-yl]methyl][1,1'-biphenyl]-2-carboxylate), C(C)(=O)O (acetic acid). Reagents/catalysts: [OH-].[Pd+2].[OH-] (palladium hydroxide). Solvent: CO (methanol). Conditions: time 4 hour. Yields the product C(C)(=O)O.NC(CC(=O)N[C@H]1C(N(C2=C(CC1)C=CC=C2)CC2=CC=C(C=C2)C=2C(=CC=CC2)C(=O)OC(C)(C)C)=O)(C)C (t-Butyl 4'-[[3(R)-[[3-amino-3-methyl-l-oxobutyl]amino]-2,3,4,5-tetrahydro-2-oxo-1H-1-benzazepin-1-yl]methyl][1,1 '-biphenyl]-2-carboxylate acetate). Yield: 193.7%. As a reaction SMILES: C(OC([NH:11][C:12]([CH3:50])([CH3:49])[CH2:13][C:14]([NH:16][C@@H:17]1[CH2:23][CH2:22][C:21]2[CH:24]=[CH:25][CH:26]=[CH:27][C:20]=2[N:19]([CH2:28][C:29]2[CH:34]=[CH:33][C:32]([C:35]3[C:36]([C:41]([O:43][C:44]([CH3:47])([CH3:46])[CH3:45])=[O:42])=[CH:37][CH:38]=[CH:39][CH:40]=3)=[CH:31][CH:30]=2)[C:18]1=[O:48])=[O:15])=O)C1C=CC=CC=1.C(O)(=O)C>CO.[OH-].[Pd+2].[OH-]>[C:41]([OH:43])(=[O:42])[CH3:36].[NH2:11][C:12]([CH3:50])([CH3:49])[CH2:13][C:14]([NH:16][C@@H:17]1[CH2:23][CH2:22][C:21]2[CH:24]=[CH:25][CH:26]=[CH:27][C:20]=2[N:19]([CH2:28][C:29]2[CH:30]=[CH:31][C:32]([C:35]3[C:36]([C:41]([O:43][C:44]([CH3:46])([CH3:45])[CH3:47])=[O:42])=[CH:37][CH:38]=[CH:39][CH:40]=3)=[CH:33][CH:34]=2)[C:18]1=[O:48])=[O:15] |f:3.4.5,6.7|. Reported procedure: To a solution of 400 mg (0.592 mmol) of t-butyl 4'-[[3(R)[[3-benzyloxycarbonylamino-3-methyl-1-oxobutyl]amino]-2,3,4,5-tetrahydro-2-oxo-1H-1-benzazepin-1-yl]methyl][1,1'-biphenyl]-2-carboxylate (prepared according to the procedure of Fisher et al, U.S. Pat. No. 5,206,235) in 10 mL of methanol was added 0.034 mL (0.59 mmol) of acetic acid and 80 mg (20% w/w) palladium hydroxide. The resulting mixture was stirred under a hydrogen atmosphere for 4 hours. Catalyst was removed by filtration through C... Reactants: ClC=1C=C(C=CC1)C1(CCCCC1)C(=O)N(C)C (1-(3-chlorophenyl)-N,N-dimethylcyclohexanecarboxamide), Cl (HCl). Yields the product Cl.ClC=1C=C(C=CC1)C1(CCCCC1)CN(C)C ((1-(3-chlorophenyl)cyclohexyl)-N,N-dimethylmethanamine hydrochloride). Isolated yield 20.2%. RXN SMILES: [Cl:1][C:2]1[CH:3]=[C:4]([C:8]2([C:14]([N:16]([CH3:18])[CH3:17])=O)[CH2:13][CH2:12][CH2:11][CH2:10][CH2:9]2)[CH:5]=[CH:6][CH:7]=1.Cl>>[ClH:1].[Cl:1][C:2]1[CH:3]=[C:4]([C:8]2([CH2:14][N:16]([CH3:18])[CH3:17])[CH2:13][CH2:12][CH2:11][CH2:10][CH2:9]2)[CH:5]=[CH:6][CH:7]=1 |f:2.3|. Reported procedure: The title compound was synthesized from 1-(3-chlorophenyl)-N,N-dimethylcyclohexanecarboxamide (191 mg, 0.72 mmol) using General Procedure E, followed by HCl salt formation. The crude HCl salt was recrystallized from 2:1 CH3CN:EtOAc (4.5 mL) to give pure (1-(3-chlorophenyl)cyclohexyl)-N,N-dimethylmethanamine hydrochloride as an off-white solid (21 mg, 12%). HPLC Rt=8.41 min; 1H NMR (400 mHz, MeOH-d4) 7.51-7.30 (m, 4H), 3.26-3.24 (m, 2H), 2.54 (s, 6H), 2.24-2.20 (m, 2H), 1.72-1.33 (m, 8h); LC-MS 8... Reactants: ClC(C)C1=NOC(=N1)C1=CC(=CC=C1)Cl (3-(1-chloroethyl)-5-(3-chlorophenyl)-1,2,4-oxadiazole), N1=CC=C(C=C1)C1=NN=C2N1CCCC2C(=O)OCC (ethyl 3-pyridin-4-yl-5,6,7,8-tetrahydro[1,2,4]triazolo[4,3-a]pyridine-8-carboxylate), [H-].[Na+] (NaH), [NH4+].[Cl-] (NH4Cl). Run in CN(C)C=O (DMF), CN(C)C=O (DMF), CN(C)C=O (DMF). Reaction conditions: temperature 65 celsius, time 3 hour. Product: ClC=1C=C(C=CC1)C1=NC(=NO1)C(C)C1(C=2N(CCC1)C(=NN2)C2=CC=NC=C2)C(=O)OCC (Ethyl 8-{1-[5-(3-chlorophenyl)-1,2,4-oxadiazol-3-yl]ethyl}-3-pyridin-4-yl-5,6,7,8-tetrahydro[1,2,4]triazolo[4,3-a]pyridine-8-carboxylate). Isolated yield 64.5%. Reaction SMILES: [N:1]1[CH:6]=[CH:5][C:4]([C:7]2[N:11]3[CH2:12][CH2:13][CH2:14][CH:15]([C:16]([O:18][CH2:19][CH3:20])=[O:17])[C:10]3=[N:9][N:8]=2)=[CH:3][CH:2]=1.[H-].[Na+].Cl[CH:24]([C:26]1[N:30]=[C:29]([C:31]2[CH:36]=[CH:35][CH:34]=[C:33]([Cl:37])[CH:32]=2)[O:28][N:27]=1)[CH3:25].[NH4+].[Cl-]>CN(C=O)C>[Cl:37][C:33]1[CH:32]=[C:31]([C:29]2[O:28][N:27]=[C:26]([CH:24]([C:15]3([C:16]([O:18][CH2:19][CH3:20])=[O:17])[CH2:14][CH2:13][CH2:12][N:11]4[C:7]([C:4]5[CH:5]=[CH:6][N:1]=[CH:2][CH:3]=5)=[N:8][N:9]=[C:10]34)[CH3:25])[N:30]=2)[CH:36]=[CH:35][CH:34]=1 |f:1.2,4.5|. Procedure details: A solution of ethyl 3-pyridin-4-yl-5,6,7,8-tetrahydro[1,2,4]triazolo[4,3-a]pyridine-8-carboxylate (182 mg, 0.67 mmol) in DMF (2 ml) was added to a stirred mixture of NaH (20 mg, 0.81 mmol) in DMF (2 ml). After 45 min a solution of 3-(1-chloroethyl)-5-(3-chlorophenyl)-1,2,4-oxadiazole (180 mg, 0.74 mmol) in DMF (1 ml) was added and the resulting solution was stirred at 65° C. for 3 h and then cooled to r.t. Aq. sat. NH4Cl solution was added and the mixture was extracted with EA. The organic phase... Reactants: C1(=CC=CC2=CC=CC=C12)CN (1-naphthylmethylamine), FC1=C(C(=O)O)C=CN=C1 (3-fluoroisonicotinic acid). Procedure details: The title compound was prepared in 66% yield from 1-naphthylmethylamine and 3-fluoroisonicotinic acid according to the procedure for the preparation of Example 3. 1H NMR (400 MHz, DMSO-d6): δ 13.39 (br s, 1H), 8.25 (s, 1H), 8.15 (d, 1H, J=7.9 Hz), 7.98 (d, 1H, J=7.5 Hz), 7.84-7.89 (m, 2H), 7.45-7.62 (m, 5H), 5.03 (s, 2H). [M+H] calc'd for C17H14N2O2, 279. found 279. Yield: 66.0%. The product is C1(=CC=CC2=CC=CC=C12)CNC=1C=NC=CC1C(=O)O (3-[(naphthalene-1-ylmethyl)amino]pyridine-4-carboxylic acid). RXN SMILES: [C:1]1([CH2:11][NH2:12])[C:10]2[C:5](=[CH:6][CH:7]=[CH:8][CH:9]=2)[CH:4]=[CH:3][CH:2]=1.F[C:14]1[CH:22]=[N:21][CH:20]=[CH:19][C:15]=1[C:16]([OH:18])=[O:17]>>[C:1]1([CH2:11][NH:12][C:19]2[CH:20]=[N:21][CH:22]=[CH:14][C:15]=2[C:16]([OH:18])=[O:17])[C:10]2[C:5](=[CH:6][CH:7]=[CH:8][CH:9]=2)[CH:4]=[CH:3][CH:2]=1.